From a dataset of the Open Reaction Database (ORD), a public repository of structured organic reaction records. describe an organic reaction: reactants, conditions, products, and yield Starting materials: OC1=C(C=C(C=C1C(C)(C)C)C)N1N=C2C(=N1)C=CC=C2 (2-(2′-hydroxy-3′-tert-butyl-5′-methyphenyl)benzotriazole), BrBr (bromine), N(=NC(C#N)(C)C)C(C#N)(C)C (azobis isobutyronitrile), OC1=C(C=C(C=C1C(C)(C)C)C)N1N=C2C(=N1)C=CC=C2 (2-(2′-hydroxy-3′-tert-butyl-5′-methyphenyl)benzotriazole), N(=NC(C#N)(C)C)C(C#N)(C)C (AIBN), OC1=C(C=C(C=C1C(C)(C)C)C)N1N=C2C(=N1)C=CC=C2 (2-(2′-hydroxy-3′-tert-butyl-5′-methyphenyl)benzotriazole). The solvent is C(Cl)(Cl)(Cl)Cl (carbon tetrachloride), C(Cl)(Cl)(Cl)Cl (carbon tetrachloride). Product: OC1=C(C=C(C=C1C(C)(C)C)CBr)N1N=C2C(=N1)C=CC=C2 (2-(2′-hydroxy-3′-tert-butyl-5′-bromomethyphenyl)benzotriazole). As a reaction SMILES: [OH:1][C:2]1[C:7]([C:8]([CH3:11])([CH3:10])[CH3:9])=[CH:6][C:5]([CH3:12])=[CH:4][C:3]=1[N:13]1[N:17]=[C:16]2[CH:18]=[CH:19][CH:20]=[CH:21][C:15]2=[N:14]1.N(C(C)(C)C#N)=NC(C)(C)C#N.[Br:34]Br>C(Cl)(Cl)(Cl)Cl>[OH:1][C:2]1[C:7]([C:8]([CH3:9])([CH3:11])[CH3:10])=[CH:6][C:5]([CH2:12][Br:34])=[CH:4][C:3]=1[N:13]1[N:17]=[C:16]2[CH:18]=[CH:19][CH:20]=[CH:21][C:15]2=[N:14]1. Procedure: 2-(2′-hydroxy-3′-tert-butyl-5′-bromomethyphenyl)benzotriazole was prepared from the bromination of 2-(2′-hydroxy-3′-tert-butyl-5′-methyphenyl)benzotriazole using azobis isobutyronitrile (AIBN) as an initiator. In a 500 ml three-necked round bottomed flask, 6.274 g (0.0223 mol) 2-(2′-hydroxy-3′-tert-butyl-5′-methyphenyl)benzotriazole and 100 mg of AIBN were taken and dissolved in 150 ml of dry carbon tetrachloride. In a separate conical flask 4.18 g (1.5 ml, 0.03 mol) of bromine was dissolved in ... Starting materials: FC=1C=C(C=CC1C(C(CCCCCCC)C)=O)O ((+)-3-fluoro-4-(2-methylnonanoyl) phenol), FC=1C=C(C=CC1OCCCCCCCC)C1=CC=C(C=C1)C(=O)O (3'-fluoro-4'-octyloxybiphenyl-4-carboxylic acid). Product: FC=1C=C(C=CC1C(C(CCCCCCC)C)=O)C1=C(C=CC(=C1)C(=O)O)C1=CC(=C(C=C1)OCCCCCCCC)F (3-fluoro-4-(2-methylnonanoyl) phenyl-3'-fluoro-4'-octyloxybiphenyl-4-carboxylic acid). Reaction SMILES: [F:1][C:2]1[CH:3]=[C:4](O)[CH:5]=[CH:6][C:7]=1[C:8](=[O:18])[CH:9]([CH3:17])[CH2:10][CH2:11][CH2:12][CH2:13][CH2:14][CH2:15][CH3:16].[F:20][C:21]1[CH:22]=[C:23]([C:36]2[CH:41]=[CH:40][C:39]([C:42]([OH:44])=[O:43])=[CH:38][CH:37]=2)[CH:24]=[CH:25][C:26]=1[O:27][CH2:28][CH2:29][CH2:30][CH2:31][CH2:32][CH2:33][CH2:34][CH3:35]>>[F:1][C:2]1[CH:3]=[C:4]([C:37]2[CH:38]=[C:39]([C:42]([OH:44])=[O:43])[CH:40]=[CH:41][C:36]=2[C:23]2[CH:24]=[CH:25][C:26]([O:27][CH2:28][CH2:29][CH2:30][CH2:31][CH2:32][CH2:33][CH2:34][CH3:35])=[C:21]([F:20])[CH:22]=2)[CH:5]=[CH:6][C:7]=1[C:8](=[O:18])[CH:9]([CH3:17])[CH2:10][CH2:11][CH2:12][CH2:13][CH2:14][CH2:15][CH3:16]. Procedure details: The same procedure as in Example 20 was repeated, except that (+)-3-fluoro-4-(2-methylnonanoyl) phenol was used instead of (+)-3-fluoro-4-(2-methyloctanoyl) phenol in Example 20 and 3'-fluoro-4'-octyloxybiphenyl-4-carboxylic acid was used instead of 3-fluoro-4-heptyloxy benzoic acid in Example 20, to obtain an objective compound having the aforementioned physical and chemical properties. The reactants are (R)-methylpyrrolidinium, C(C)OC(CCC(=O)C1=CC(=C(C(=C1)F)OCCCCl)F)=O (4-[4-(3-chloropropoxy)-3,5-difluorophenyl]-4-oxo-butyric acid ethyl ester), C(=O)([O-])[O-].[K+].[K+] (K2CO3), C1(=CC=CC=C1)S(=O)(=O)[O-] (Benzenesulfonate). The reagents and catalysts are [Na+].[I-] (NaI). Run in CC#N (CH3CN). Yields the product C(C)OC(CCC=O)=O (4-oxo-butyric acid ethyl ester). Isolated yield 204.7%. Reaction SMILES: [CH2:1]([O:3][C:4](=[O:22])[CH2:5][CH2:6][C:7](C1C=C(F)C(OCCCCl)=C(F)C=1)=[O:8])[CH3:2].C([O-])([O-])=O.[K+].[K+].C1(S([O-])(=O)=O)C=CC=CC=1>CC#N.[Na+].[I-]>[CH2:1]([O:3][C:4](=[O:22])[CH2:5][CH2:6][CH:7]=[O:8])[CH3:2] |f:1.2.3,6.7|. Procedure details: A mixture of 4-[4-(3-chloropropoxy)-3,5-difluorophenyl]-4-oxo-butyric acid ethyl ester (5 g, 14.9 mmol), K2CO3 (7.2 g, 52.1 mmol), NaI (220 mg, 1.4 mmol), and Benzenesulfonate; (R)-methylpyrrolidinium (8 g, 33 mmol) in CH3CN (110 mL) was heated under argon at 80° C. for 36 h. The reaction was concentrated and partitioned between saturated aqueous sodium bicarbonate solution and methylene chloride. The aqueous layer was extracted twice with methylene chloride and the combined organics was washed ... The reactants are FC1=C(C(=O)Cl)C=CC=C1 (2-fluorobenzoyl chloride), CS(=O)(=O)C=1C=C(C(=O)Cl)C=CC1 (3-(methylsulfonyl)benzoyl chloride), NC=1C=C(C(=O)NCC2=CC=CC=C2)C=CN1 (2-amino-N-benzylisonicotinamide). Product: C(C1=CC=CC=C1)NC(C1=CC(=NC=C1)NC(C1=CC(=CC=C1)S(=O)(=O)C)=O)=O (N-benzyl-2-(3-(methylsulfonyl)benzamido)-isonicotinamide). Isolated yield 36.0%. As a reaction SMILES: FC1C=CC=CC=1C(Cl)=O.[CH3:11][S:12]([C:15]1[CH:16]=[C:17]([CH:21]=[CH:22][CH:23]=1)[C:18](Cl)=[O:19])(=[O:14])=[O:13].[NH2:24][C:25]1[CH:26]=[C:27]([CH:38]=[CH:39][N:40]=1)[C:28]([NH:30][CH2:31][C:32]1[CH:37]=[CH:36][CH:35]=[CH:34][CH:33]=1)=[O:29]>>[CH2:31]([NH:30][C:28](=[O:29])[C:27]1[CH:38]=[CH:39][N:40]=[C:25]([NH:24][C:18](=[O:19])[C:17]2[CH:21]=[CH:22][CH:23]=[C:15]([S:12]([CH3:11])(=[O:14])=[O:13])[CH:16]=2)[CH:26]=1)[C:32]1[CH:37]=[CH:36][CH:35]=[CH:34][CH:33]=1. Procedure: Following the procedure as describe in Example 6, making variations as required to replace 2-fluorobenzoyl chloride with 3-(methylsulfonyl)benzoyl chloride to react with 2-amino-N-benzylisonicotinamide, N-benzyl-2-(3-(methylsulfonyl)benzamido)-isonicotinamide was obtained as a colorless solid in 36% yield: mp 170-171° C. (hexanes/ethyl acetate); 1H NMR (300 MHz, DMSO-d6) δ 11.33 (s, 1H), 9.34 (t, J=5.9 Hz, 1H), 8.58 (s, 1H), 8.52-8.50 (m, 2H), 8.30-8.27 (m, 1H), 8.11-8.08 (m, 1H), 7.80-7.75 (m, ... Starting materials: Cl, CC(C)(C)OC(=O)NC1=NC2C(C=CCN2C(=O)Oc2ccccc2)N1. The product is Cl, NC1=NC2C(C=CCN2C(=O)Oc2ccccc2)N1. As a reaction SMILES: [ClH:27].[c:1]1([O:7][C:8](=[O:9])[N:10]2[CH:11]3[CH:12]([CH:13]=[CH:14][CH2:15]2)[NH:16][C:17]([NH:19][C:20]([O:21][C:22]([CH3:23])([CH3:24])[CH3:25])=[O:26])=[N:18]3)[cH:2][cH:3][cH:4][cH:5][cH:6]1>>[ClH:27].[c:1]1([O:7][C:8](=[O:9])[N:10]2[CH:11]3[CH:12]([CH:13]=[CH:14][CH2:15]2)[NH:16][C:17]([NH2:19])=[N:18]3)[cH:2][cH:3][cH:4][cH:5][cH:6]1. Reactants: BrC1=C2CC(NC2=CC=C1)=O (4-bromoindolin-2-one), N1N=CC2=CC=C(C=C12)C=O (1H-indazole-6-carbaldehyde). Reaction conditions: time 8 hour. The product is N1N=CC2=CC=C(C=C12)\C=C\1/C(NC2=CC=CC(=C12)Br)=O ((Z)-3-((1H-indazol-6-yl)methylene)-4-bromoindolin-2-one). Isolated yield 38.3%. RXN SMILES: [Br:1][C:2]1[CH:10]=[CH:9][CH:8]=[C:7]2[C:3]=1[CH2:4][C:5](=[O:11])[NH:6]2.[NH:12]1[C:20]2[C:15](=[CH:16][CH:17]=[C:18]([CH:21]=O)[CH:19]=2)[CH:14]=[N:13]1>>[NH:12]1[C:20]2[C:15](=[CH:16][CH:17]=[C:18](/[CH:21]=[C:4]3\[C:5](=[O:11])[NH:6][C:7]4[C:3]\3=[C:2]([Br:1])[CH:10]=[CH:9][CH:8]=4)[CH:19]=2)[CH:14]=[N:13]1. Procedure: The title compound was synthesized according to the method of Example A19, utilizing 4-bromoindolin-2-one (50 mg, 0.23 mmol) and 1H-indazole-6-carbaldehyde (34.5 mg, 0.23 mmol). On completion the reaction mixture was stored at rt overnight. Filtration and rinsing with xs EtOH provided the title compound as an orange solid (30 mg, 38%). 1H NMR (400 MHz, DMSO-d6) δ ppm 13.36 (br. s., 1H), 10.91 (br. s., 1H), 8.78 (s, 1H), 8.73 (s, 1H), 8.13 (s, 1H), 7.80 (d, J=8.28 Hz, 1H), 7.65 (d, J=8.28 Hz, 1H)... Starting materials: C[Li] (Methyllithium), CC(=O)C1=CC=C(C=C1)Br (4-bromoacetophenone), [Cl-].[NH4+] (ammonium chloride). The solvent is O1CCCC1 (tetrahydrofuran). Run at time 1 hour. The product is BrC1=CC=C(C=C1)C(C)(C)O (2-(4-bromo-phenyl)-propan-2-ol). RXN SMILES: [CH3:1][Li].[CH3:3][C:4]([C:6]1[CH:11]=[CH:10][C:9]([Br:12])=[CH:8][CH:7]=1)=[O:5].[Cl-].[NH4+]>O1CCCC1>[Br:12][C:9]1[CH:10]=[CH:11][C:6]([C:4]([OH:5])([CH3:1])[CH3:3])=[CH:7][CH:8]=1 |f:2.3|. Reported procedure: Methyllithium (1.10 mol/l solution in diethyl ether, 502 mL, 0.552 mol) was added to a solution of 4-bromoacetophenone (100 g, 0.502 mol) in tetrahydrofuran (500 mL) in a nitrogen atmosphere at −78° C., and the mixture was stirred at the same temperature for one hour. The reaction mixture was poured into a saturated aqueous ammonium chloride solution, followed by extraction with ethyl acetate. The extract was washed with brine and dried over anhydrous magnesium sulfate, and the solvent was disti...